This data is from the Open Reaction Database (ORD), a public repository of structured organic reaction records. The task is: describe an organic reaction: reactants, conditions, products, and yield The reactants are C(C)(C)C1=CC(=C(C=C1)OC)OC (1-isopropyl 3,4-dimethoxy benzene), sodium 4-benzyloxy benzenesulfonate, CS(=O)(=O)O (methanesulfonic acid), O=P12OP3(=O)OP(=O)(O1)OP(=O)(O2)O3 (phosphoric anhydride), ice water. Run at temperature 50 celsius, time 5 hour. The product is OC1=CC=C(C=C1)S(=O)(=O)C1=C(C=CC(=C1OC)OC)C(C)C (2-(4-hydroxy benzenesulfonyl) 1-isopropyl 3,4-dimethoxy benzene). As a reaction SMILES: [CH:1]([C:4]1[CH:9]=[CH:8][C:7]([O:10][CH3:11])=[C:6]([O:12][CH3:13])[CH:5]=1)([CH3:3])[CH3:2].[CH3:14][S:15]([OH:18])(=O)=[O:16].O=P12OP3(OP(OP(O3)(O1)=O)(=O)O2)=O>>[OH:10][C:7]1[CH:8]=[CH:9][C:14]([S:15]([C:5]2[C:6]([O:12][CH3:13])=[C:7]([O:10][CH3:11])[CH:8]=[CH:9][C:4]=2[CH:1]([CH3:3])[CH3:2])(=[O:18])=[O:16])=[CH:5][CH:6]=1. Reported procedure: A mixture of 2 g (0.011 mole) of 1-isopropyl 3,4-dimethoxy benzene, 3.4 g (0.011 mole) of sodium 4-benzyloxy benzenesulfonate, 45 ml of anhydrous methanesulfonic acid and 4.5 g of phosphoric anhydride is stirred at 50° C. for 5 hours. It is poured into an ice/water mixture, the product is filtered off and washed on the filter with water. The still moist solid is taken up in 20 ml of ethanol and 5 ml of a 30% sodium hydroxide solution. It is heated at 60° C. for about 2 h until dissolution is com... Reaction SMILES: Cl[C:2]1[C:3]([OH:12])=[N:4][O:5][C:6]=1[C:7]1[S:8][CH:9]=[CH:10][CH:11]=1.[C:13]([O:17][C:18]([NH:20][CH2:21][CH2:22]O)=[O:19])([CH3:16])([CH3:15])[CH3:14]>>[C:13]([O:17][C:18]([NH:20][CH2:21][CH2:22][O:12][C:3]1[CH:2]=[C:6]([C:7]2[S:8][CH:9]=[CH:10][CH:11]=2)[O:5][N:4]=1)=[O:19])([CH3:16])([CH3:15])[CH3:14]. Reported procedure: 4-Chloro-3-hydroxy-5-(2-thienyl)isoxazole (0.50 g) and 2-(N-tert-butoxycarbonylamino)ethanol (0.40 g) were subjected to reaction and post-treatment in a similar manner to that described in Example 1(a) to obtain the title compound (0.57 g, 66%) as colorless crystals. Reactants: ClC=1C(=NOC1C=1SC=CC1)O (4-Chloro-3-hydroxy-5-(2-thienyl)isoxazole), C(C)(C)(C)OC(=O)NCCO (2-(N-tert-butoxycarbonylamino)ethanol). Yields the product C(C)(C)(C)OC(=O)NCCOC1=NOC(=C1)C=1SC=CC1 (3-(2-(N-tert-Butoxycarbonylamino)ethoxy)-5-(2-thienyl)isoxazole). Yield: 74.1%. Reactants: NC1=C(C(=O)O)C=CN=C1OC (3-amino-2-methoxyisonicotinic acid), CN (methylamine), N1(CCCC1)CCCOC1=CC=C(C=O)C=C1 (4-(3-pyrrolidin-1-ylpropoxy)benzaldehyde). Yields the product COC1=NC=CC2=C1N=C(N(C2=O)C)C2=CC=C(C=C2)OCCCN2CCCC2 (8-Methoxy-3-methyl-2-[4-(3-pyrrolidin-1-ylpropoxy)phenyl]pyrido[3,4-d]pyrimidin-4(3H)-one). As a reaction SMILES: [NH2:1][C:2]1[C:10]([O:11][CH3:12])=[N:9][CH:8]=[CH:7][C:3]=1[C:4]([OH:6])=O.[CH3:13][NH2:14].[N:15]1([CH2:20][CH2:21][CH2:22][O:23][C:24]2[CH:31]=[CH:30][C:27]([CH:28]=O)=[CH:26][CH:25]=2)[CH2:19][CH2:18][CH2:17][CH2:16]1>>[CH3:12][O:11][C:10]1[C:2]2[N:1]=[C:28]([C:27]3[CH:30]=[CH:31][C:24]([O:23][CH2:22][CH2:21][CH2:20][N:15]4[CH2:19][CH2:18][CH2:17][CH2:16]4)=[CH:25][CH:26]=3)[N:14]([CH3:13])[C:4](=[O:6])[C:3]=2[CH:7]=[CH:8][N:9]=1. Procedure: The entitled compound was obtained according to the method of Example 15 but starting from 3-amino-2-methoxyisonicotinic acid, methylamine and 4-(3-pyrrolidin-1-ylpropoxy)benzaldehyde. The reactants are BrC=1C=C(C(N(C1)C)=O)NC=1C=C2CCN(CC2=CC1)C(=O)OC(C)(C)C (tert-Butyl 6-(5-Bromo-1-methyl-2-oxo-1,2-dihydropyridin-3-ylamino)-3,4-dihydroisoquinoline-2(1H)-carboxylate), Cl (hydrogen chloride). Solvent: O1CCOCC1 (dioxane), O1CCOCC1 (dioxane). Conditions: time 20 minute. Yields the product BrC=1C=C(C(N(C1)C)=O)NC=1C=C2CCNCC2=CC1 (5-Bromo-1-methyl-3-(1,2,3,4-tetrahydroisoquinolin-6-ylamino)pyridine-2(1H)-one). RXN SMILES: [Br:1][C:2]1[CH:3]=[C:4]([NH:10][C:11]2[CH:12]=[C:13]3[C:18](=[CH:19][CH:20]=2)[CH2:17][N:16](C(OC(C)(C)C)=O)[CH2:15][CH2:14]3)[C:5](=[O:9])[N:6]([CH3:8])[CH:7]=1.Cl>O1CCOCC1>[Br:1][C:2]1[CH:3]=[C:4]([NH:10][C:11]2[CH:12]=[C:13]3[C:18](=[CH:19][CH:20]=2)[CH2:17][NH:16][CH2:15][CH2:14]3)[C:5](=[O:9])[N:6]([CH3:8])[CH:7]=1. Reported procedure: Compound 258a (2.18 g, 5 mmol) was suspended in dioxane (10 mL). Saturated hydrogen chloride in dioxane (20 mL) was added dropwise. The reaction mixture was stirred for 20 minutes and concentrated under reduced pressure to afford 258b, which was used without further purification in the next step. LC/MS: m/z 335 (M+H)+ Starting materials: II (I2), CC1=C(C=CC=C1)P(C2=C(C=CC=C2)C)C3=C(C=CC=C3)C (P(o-tol)3), COC([C@@H](NC(=O)OC(C)(C)C)CI)=O (Boc-β-iodo-L-alanine methyl ester), BrC1=C(C=C(C#N)C=C1C)C (4-bromo-3,5-dimethyl-benzonitrile). The reagents and catalysts are [Zn] (zinc), C=1C=CC(=CC1)/C=C/C(=O)/C=C/C2=CC=CC=C2.C=1C=CC(=CC1)/C=C/C(=O)/C=C/C2=CC=CC=C2.C=1C=CC(=CC1)/C=C/C(=O)/C=C/C2=CC=CC=C2.[Pd].[Pd] (Pd2(dba)3). Solvent: CC(=O)N(C)C (DMAc), CCOC(=O)C (EtOAc), CC(=O)N(C)C (DMAc). Reaction conditions: temperature 23 celsius. Product: COC([C@H](CC1=C(C=C(C=C1C)C#N)C)NC(=O)OC(C)(C)C)=O ((S)-2-tert-Butoxycarbonylamino-3-(4-cyano-2,6-dimethyl-phenyl)-propionic acid methyl ester). As a reaction SMILES: II.[CH3:3][O:4][C:5](=[O:17])[C@H:6]([CH2:15]I)[NH:7][C:8]([O:10][C:11]([CH3:14])([CH3:13])[CH3:12])=[O:9].Br[C:19]1[C:26]([CH3:27])=[CH:25][C:22]([C:23]#[N:24])=[CH:21][C:20]=1[CH3:28].CC1C=CC=CC=1P(C1C=CC=CC=1C)C1C=CC=CC=1C>CC(N(C)C)=O.CCOC(C)=O.[Zn].C1C=CC(/C=C/C(/C=C/C2C=CC=CC=2)=O)=CC=1.C1C=CC(/C=C/C(/C=C/C2C=CC=CC=2)=O)=CC=1.C1C=CC(/C=C/C(/C=C/C2C=CC=CC=2)=O)=CC=1.[Pd].[Pd]>[CH3:3][O:4][C:5](=[O:17])[C@@H:6]([NH:7][C:8]([O:10][C:11]([CH3:14])([CH3:13])[CH3:12])=[O:9])[CH2:15][C:19]1[C:26]([CH3:27])=[CH:25][C:22]([C:23]#[N:24])=[CH:21][C:20]=1[CH3:28] |f:7.8.9.10.11|. Reported procedure: A 50 mL three-necked round bottom flask equipped with an addition funnel, magnetic stirrer, heating mantel, and thermocouple was charged under nitrogen dry DMAc (2 mL), I2 (38.1 mg, 0.15 mol) and zinc powder activated (washed with 10% HCl, rinsed with H2O and acetone) (393 mg, 6 mol). The resulting mixture was stirred at 23° C. until the red color of I2 disappeared (2 minutes). A solution of Boc-β-iodo-L-alanine methyl ester (1 g, 3 mol) in DMAc (2 mL) was added slowly, (temperature change from ...